Dataset: the Open Reaction Database (ORD), a public repository of structured organic reaction records. Task: describe an organic reaction: reactants, conditions, products, and yield Reactants: NC1=NC=CC=C1C1=NC=2C(=NC(=CC2)Cl)N1C1=CC=C(C=C1)C1(CCC1)NC(OC(C)(C)C)=O (tert-butyl (1-{4-[2-(2-aminopyridin-3-yl)-5-chloro-3H-imidazo[4,5-b]pyridin-3-yl]phenyl}cyclobutyl)carbamate), C(C1=CC=CC=C1)OC[C@@H]1CN(CCO1)C1=CC(=CC=C1)B1OC(C(O1)(C)C)(C)C ((2S)-2-[(benzyloxy)methyl]-4-[3-(4,4,5,5-tetramethyl-1,3,2-dioxaborolan-2-yl)phenyl]morpholine), [OH-].[Na+] (NaOH). The reagents and catalysts are CC(C)(C)P(C1=CC=C(C=C1)N(C)C)C(C)(C)C.CC(C)(C)P(C1=CC=C(C=C1)N(C)C)C(C)(C)C.Cl[Pd]Cl (bis(di-tert-butyl(4-dimethylaminophenyl)phosphine)dichloropalladium(II)). Run in COCCOC (DME), C(Cl)Cl (DCM). Conditions: temperature 160 celsius. Yields the product NC1=NC=CC=C1C1=NC=2C(=NC(=CC2)C2=CC(=CC=C2)N2C[C@H](OCC2)COCC2=CC=CC=C2)N1C1=CC=C(C=C1)C1(CCC1)NC(OC(C)(C)C)=O (tert-Butyl (1-{4-[2-(2-aminopyridin-3-yl)-5-(3-{(2S)-2-[(benzyloxy) methyl]morpholin-4-yl}phenyl)-3H-imidazo[4,5-b]pyridin-3-yl]phenyl}cyclobutyl)carbamate). Yield: 48.3%. Reaction SMILES: [NH2:1][C:2]1[C:7]([C:8]2[N:17]([C:18]3[CH:23]=[CH:22][C:21]([C:24]4([NH:28][C:29](=[O:35])[O:30][C:31]([CH3:34])([CH3:33])[CH3:32])[CH2:27][CH2:26][CH2:25]4)=[CH:20][CH:19]=3)[C:11]3=[N:12][C:13](Cl)=[CH:14][CH:15]=[C:10]3[N:9]=2)=[CH:6][CH:5]=[CH:4][N:3]=1.[CH2:36]([O:43][CH2:44][C@H:45]1[O:50][CH2:49][CH2:48][N:47]([C:51]2[CH:56]=[CH:55][CH:54]=[C:53](B3OC(C)(C)C(C)(C)O3)[CH:52]=2)[CH2:46]1)[C:37]1[CH:42]=[CH:41][CH:40]=[CH:39][CH:38]=1.[OH-].[Na+]>COCCOC.C(Cl)Cl.CC(P(C(C)(C)C)C1C=CC(N(C)C)=CC=1)(C)C.CC(P(C(C)(C)C)C1C=CC(N(C)C)=CC=1)(C)C.Cl[Pd]Cl>[NH2:1][C:2]1[C:7]([C:8]2[N:17]([C:18]3[CH:23]=[CH:22][C:21]([C:24]4([NH:28][C:29](=[O:35])[O:30][C:31]([CH3:34])([CH3:33])[CH3:32])[CH2:27][CH2:26][CH2:25]4)=[CH:20][CH:19]=3)[C:11]3=[N:12][C:13]([C:55]4[CH:54]=[CH:53][CH:52]=[C:51]([N:47]5[CH2:48][CH2:49][O:50][C@H:45]([CH2:44][O:43][CH2:36][C:37]6[CH:42]=[CH:41][CH:40]=[CH:39][CH:38]=6)[CH2:46]5)[CH:56]=4)=[CH:14][CH:15]=[C:10]3[N:9]=2)=[CH:6][CH:5]=[CH:4][N:3]=1 |f:2.3,6.7.8|. Procedure: A mixture of tert-butyl (1-{4-[2-(2-aminopyridin-3-yl)-5-chloro-3H-imidazo[4,5-b]pyridin-3-yl]phenyl}cyclobutyl)carbamate (50.0 mg, 0.101 mmol), (2S)-2-[(benzyloxy)methyl]-4-[3-(4,4,5,5-tetramethyl-1,3,2-dioxaborolan-2-yl)phenyl]morpholine (82.4 mg, 0.204 mmol), bis(di-tert-butyl(4-dimethylaminophenyl)phosphine)dichloropalladium(II) (7.21 mg, 0.0102 mmol), and 2M NaOH aq. (0.150 mL, 0.310) in DME (2 mL) was heated at 160° C. for 2 hours under microwave irradiation. After cooling to room temperat... Starting materials: O=C([O-])[O-], C1CNC1, O=C(Cl)N1CC(Oc2cccc(C(F)(F)F)c2)C1, [K+], [K+], C1CCOC1. Product: O=C(N1CCC1)N1CC(Oc2cccc(C(F)(F)F)c2)C1. Reaction SMILES: [C:19](=[O:20])([O-:21])[O-:22].[CH2:25]1[CH2:26][NH:27][CH2:28]1.[Cl:1][C:2](=[O:3])[N:4]1[CH2:5][CH:6]([O:8][c:9]2[cH:10][c:11]([C:15]([F:16])([F:17])[F:18])[cH:12][cH:13][cH:14]2)[CH2:7]1.[K+:23].[K+:24].[O:29]1[CH2:30][CH2:31][CH2:32][CH2:33]1>>[C:2](=[O:3])([N:4]1[CH2:5][CH:6]([O:8][c:9]2[cH:10][c:11]([C:15]([F:16])([F:17])[F:18])[cH:12][cH:13][cH:14]2)[CH2:7]1)[N:27]1[CH2:26][CH2:25][CH2:28]1. Starting materials: COC1=NC=C(C=C1OC)C#CC1=C(C=CC=C1)C (2,3-dimethoxy-5-[(2-methylphenyl)ethynyl]pyridine), Br (hydrobromic acid), crude product, COC1=NC=C(C=C1OC)C#CC1=C(C=CC=C1)C (2,3-dimethoxy-5-[(2-methylphenyl)ethynyl]pyridine), O (water). The reagents and catalysts are [Pd] (palladium on carbon). Solvent: C(C)(=O)O (acetic acid), CO (methanol). Reaction conditions: temperature 180 celsius. The product is OC=1C(NC=C(C1)CCC1=C(C=CC=C1)C)=O (3-hydroxy-5-(2-methylphenethyl)pyridin-2(1H)-one). Yield: 17.6%. RXN SMILES: C[O:2][C:3]1[C:8]([O:9]C)=[CH:7][C:6]([C:11]#[C:12][C:13]2[CH:18]=[CH:17][CH:16]=[CH:15][C:14]=2[CH3:19])=[CH:5][N:4]=1.Br.O>CO.[Pd].C(O)(=O)C>[OH:9][C:8]1[C:3](=[O:2])[NH:4][CH:5]=[C:6]([CH2:11][CH2:12][C:13]2[CH:18]=[CH:17][CH:16]=[CH:15][C:14]=2[CH3:19])[CH:7]=1. Reported procedure: 2,3-Dimethoxy-5-[(2-methylphenyl)ethynyl]pyridine (Intermediate 33) (437 mg, 1.7 mmol) was hydrogenated in methanol using palladium on carbon as catalyst at 20 bar. The crude product was dissolved in acetic acid (5 ml) and 48% aqueous hydrobromic acid (5 ml) was added before the mixture was irradiated in the microwave with heating at 180° C. for 1 hour. The resulting mixture was then poured into water and the precipitated solid was filtered off and washed with water before being recrystallised f... The reactants are NC1=C(C(=NC=N1)N[C@@H](C)C1=NN2C(C(N1C1=CC=CC=C1)=O)=C(C=C2)C)Br ((S)-2-(1-((6-amino-5-bromopyrimidin-4-yl)amino)ethyl)-5-methyl-3-phenylpyrrolo[2,1-f][1,2,4]triazin-4(3H)-one), CS(=O)(=O)NC=1C=C(C=C(C1)C(F)F)B(O)O ((3-(methylsulfonamido)-5-(difluoromethyl)phenyl)boronic acid), aqueous solution, C([O-])([O-])=O.[Cs+].[Cs+] (cesium carbonate). Run in O1CCOCC1 (dioxane), C(C)(=O)OCC (ethyl acetate). Conditions: temperature 100 celsius, time 18 hour. Product: NC1=NC=NC(=C1C=1C=C(C=C(C1)C(F)F)NS(=O)(=O)C)N[C@@H](C)C1=NN2C(C(N1C1=CC=CC=C1)=O)=C(C=C2)C ((S)—N-(3-(4-Amino-6-((1-(5-methyl-4-oxo-3-phenyl-3,4-dihydropyrrolo[2,1-f][1,2,4]triazin-2-yl)ethyl)amino)pyrimidin-5-yl)-5-(difluoromethyl)phenyl)methanesulfonamide). The yield is 16.5%. As a reaction SMILES: [NH2:1][C:2]1[N:7]=[CH:6][N:5]=[C:4]([NH:8][C@H:9]([C:11]2[N:16]([C:17]3[CH:22]=[CH:21][CH:20]=[CH:19][CH:18]=3)[C:15](=[O:23])[C:14]3=[C:24]([CH3:27])[CH:25]=[CH:26][N:13]3[N:12]=2)[CH3:10])[C:3]=1Br.[CH3:29][S:30]([NH:33][C:34]1[CH:35]=[C:36](B(O)O)[CH:37]=[C:38]([CH:40]([F:42])[F:41])[CH:39]=1)(=[O:32])=[O:31].C(=O)([O-])[O-].[Cs+].[Cs+]>O1CCOCC1.C(OCC)(=O)C>[NH2:1][C:2]1[C:3]([C:36]2[CH:35]=[C:34]([NH:33][S:30]([CH3:29])(=[O:31])=[O:32])[CH:39]=[C:38]([CH:40]([F:42])[F:41])[CH:37]=2)=[C:4]([NH:8][C@H:9]([C:11]2[N:16]([C:17]3[CH:22]=[CH:21][CH:20]=[CH:19][CH:18]=3)[C:15](=[O:23])[C:14]3=[C:24]([CH3:27])[CH:25]=[CH:26][N:13]3[N:12]=2)[CH3:10])[N:5]=[CH:6][N:7]=1 |f:2.3.4|. Procedure details: To a solution of (S)-2-(1-((6-amino-5-bromopyrimidin-4-yl)amino)ethyl)-5-methyl-3-phenylpyrrolo[2,1-f][1,2,4]triazin-4(3H)-one (100 mg, 0.23 mmol) were added (3-(methylsulfonamido)-5-(difluoromethyl)phenyl)boronic acid (598 mg, 20% purity, 0.34 mmol), 1,1′-bis(diphenylphosphino)ferrocene-palladium(II)dichloride dichloromethane complex (19 mg, 0.02 mmol) and 284 μl of a 2M aqueous solution of cesium carbonate in dioxane (3 ml). The mixture was stirred under argon atmosphere at 100° C. for 18 hour... The reactants are CO, CCc1cc2c(s1)-n1c(nnc1C(CC(=O)OC1CCCCC1)NC(=O)c1ccc(Cl)c(Cl)c1)CN=C2c1ccccc1Cl, [Na+], [OH-]. Yields the product CCc1cc2c(s1)-n1c(nnc1C(CC(=O)O)NC(=O)c1ccc(Cl)c(Cl)c1)CN=C2c1ccccc1Cl. RXN SMILES: [CH3:47][OH:48].[Cl:1][c:2]1[cH:3][c:4]([C:5](=[O:6])[NH:7][CH:8]([CH2:9][C:10](=[O:11])[O:12][CH:13]2[CH2:14][CH2:15][CH2:16][CH2:17][CH2:18]2)[c:19]2[n:20][n:21][c:22]3[n:23]2-[c:24]2[c:25]([cH:36][c:37]([CH2:39][CH3:40])[s:38]2)[C:26]([c:29]2[c:30]([Cl:35])[cH:31][cH:32][cH:33][cH:34]2)=[N:27][CH2:28]3)[cH:41][cH:42][c:43]1[Cl:44].[Na+:46].[OH-:45]>>[Cl:1][c:2]1[cH:3][c:4]([C:5](=[O:6])[NH:7][CH:8]([CH2:9][C:10](=[O:11])[OH:12])[c:19]2[n:20][n:21][c:22]3[n:23]2-[c:24]2[c:25]([cH:36][c:37]([CH2:39][CH3:40])[s:38]2)[C:26]([c:29]2[c:30]([Cl:35])[cH:31][cH:32][cH:33][cH:34]2)=[N:27][CH2:28]3)[cH:41][cH:42][c:43]1[Cl:44]. Reactants: CC(=O)[O-], CN(C)C=O, CN(C)c1cc(Cl)cc(Cl)c1, [Na+], O=P(Cl)(Cl)Cl. RXN SMILES: [CH3:18][C:19]([O-:20])=[O:21].[CH:22]([N:23]([CH3:24])[CH3:25])=[O:26].[Cl:6][c:7]1[cH:8][c:9]([N:10]([CH3:11])[CH3:12])[cH:13][c:14]([Cl:16])[cH:15]1.[Na+:17].[P:1]([Cl:2])([Cl:3])([Cl:4])=[O:5]>>[Cl:6][c:7]1[cH:8][c:9]([N:10]([CH3:11])[CH3:12])[cH:13][c:14]([Cl:16])[c:15]1[CH:19]=[O:20]. Product: CN(C)c1cc(Cl)c(C=O)c(Cl)c1. Reactants: O=C([O-])[O-], CCOC(=O)C(=O)CC(C)(C)c1cccc(F)c1, CCCC[N+](CCCC)(CCCC)CCCC, CN(C)C=O, CCOC(C)=O, [Cs+], [Cs+], [F-], C[Si](C)(C)C(F)(F)F, C1CCOC1, O=S(=O)(O)O. Yields the product CCOC(=O)C(O)(CC(C)(C)c1cccc(F)c1)C(F)(F)F. RXN SMILES: [C:19](=[O:20])([O-:21])[O-:22].[CH2:1]([CH3:2])[O:3][C:4]([C:5]([CH2:6][C:7]([CH3:8])([CH3:9])[c:10]1[cH:11][c:12]([F:16])[cH:13][cH:14][cH:15]1)=[O:17])=[O:18].[CH3:34][CH2:35][CH2:36][CH2:37][N+:38]([CH2:39][CH2:40][CH2:41][CH3:42])([CH2:43][CH2:44][CH2:45][CH3:46])[CH2:47][CH2:48][CH2:49][CH3:50].[CH3:56][N:57]([CH3:58])[CH:59]=[O:60].[CH3:66][CH2:67][O:68][C:69](=[O:70])[CH3:71].[Cs+:23].[Cs+:24].[F-:33].[F:25][C:26]([F:27])([F:28])[Si:29]([CH3:30])([CH3:31])[CH3:32].[O:61]1[CH2:62][CH2:63][CH2:64][CH2:65]1.[S:51](=[O:52])(=[O:53])([OH:54])[OH:55]>>[CH2:1]([CH3:2])[O:3][C:4]([C:5]([CH2:6][C:7]([CH3:8])([CH3:9])[c:10]1[cH:11][c:12]([F:16])[cH:13][cH:14][cH:15]1)([OH:17])[C:26]([F:25])([F:27])[F:28])=[O:18]. Reactants: C1(=CC=CC=C1)P(C1=CC=CC=C1)C1=CC=CC=C1 (triphenylphosphine), ice water, OCC=1C=C(OCC(=O)OCC)C=CC1 (ethyl 3-(hydroxymethyl)phenoxyacetate), C(Br)(Br)(Br)Br (carbon tetrabromide). Solvent: CN(C)C=O (DMF), CN(C)C=O (DMF). Product: BrCC=1C=C(OCC(=O)OCC)C=CC1 (ethyl 3 (bromomethyl)phenoxyacetate). The yield is 71.1%. As a reaction SMILES: O[CH2:2][C:3]1[CH:4]=[C:5]([CH:13]=[CH:14][CH:15]=1)[O:6][CH2:7][C:8]([O:10][CH2:11][CH3:12])=[O:9].C(Br)(Br)(Br)[Br:17].C1(P(C2C=CC=CC=2)C2C=CC=CC=2)C=CC=CC=1>CN(C=O)C>[Br:17][CH2:2][C:3]1[CH:4]=[C:5]([CH:13]=[CH:14][CH:15]=1)[O:6][CH2:7][C:8]([O:10][CH2:11][CH3:12])=[O:9]. Reported procedure: A solution containing ethyl 3-(hydroxymethyl)phenoxyacetate (2.6 g.) and carbon tetrabromide (8.3 g.) in DMF (30 ml.) was treated with a solution of triphenylphosphine (6.55 g.) in DMF (20 ml.) with stirring. The temperature was maintained below 15° C. during the addition using an ice bath. After 1 hour the mixture was poured into ice-water (300 ml.) and the aqueous mixture was extracted with ether (3×100 ml.). The combined extracts were washed with water (3×100 ml.) and saturated brine (100 ml.... Starting materials: Br, COc1ccc(F)c2c1CC(N(C1CCCC1)C1CCC1)CO2, N. The product is Oc1ccc(F)c2c1CC(N(C1CCCC1)C1CCC1)CO2. Reaction SMILES: [BrH:25].[CH:1]1([N:6]([CH:7]2[CH2:8][CH2:9][CH2:10]2)[CH:11]2[CH2:12][O:13][c:14]3[c:15]([c:17]([O:22][CH3:23])[cH:18][cH:19][c:20]3[F:21])[CH2:16]2)[CH2:2][CH2:3][CH2:4][CH2:5]1.[NH3:24]>>[CH:1]1([N:6]([CH:7]2[CH2:8][CH2:9][CH2:10]2)[CH:11]2[CH2:12][O:13][c:14]3[c:15]([c:17]([OH:22])[cH:18][cH:19][c:20]3[F:21])[CH2:16]2)[CH2:2][CH2:3][CH2:4][CH2:5]1. The reactants are C(C)O (ethanol), SC1=CC=C(C=C1)CC(=O)O (4-mercapto-phenyl-acetic acid). Procedure: 70 g G 4-mercapto-phenyl-acetic acid are heated at reflux for 30 minutes in 500 cc of 4 N hydrochloric acid in ethanol. The reaction mixture is then completely concentrated at reduced pressure. The oily residue is divided between ether and water, the ether phase is subsequently washed with a 10% sodium bicarbonate solution and water, is dried over sodium sulphate, and the solvent is removed by distillation. The crude 4-mercapto-phenyl-acetic acid ethyl ester, obtained as oily residue, may be pur... The product is C(C)OC(CC1=CC=C(C=C1)S)=O (4-mercapto-phenyl-acetic acid ethyl ester). Run in Cl (hydrochloric acid). As a reaction SMILES: [SH:1][C:2]1[CH:7]=[CH:6][C:5]([CH2:8][C:9]([OH:11])=[O:10])=[CH:4][CH:3]=1.[CH2:12](O)[CH3:13]>Cl>[CH2:12]([O:10][C:9](=[O:11])[CH2:8][C:5]1[CH:4]=[CH:3][C:2]([SH:1])=[CH:7][CH:6]=1)[CH3:13].